From a dataset of the Open Reaction Database (ORD), a public repository of structured organic reaction records. describe an organic reaction: reactants, conditions, products, and yield The reactants are ClCCl, OC1CC2CN(C3=Nc4cc(Cl)ccc4Oc4ccccc43)CCN2C1, CCOC(=O)N=NC(=O)OCC, O=C(O)c1ccccc1, c1ccc(P(c2ccccc2)c2ccccc2)cc1. The product is O=C(c1ccccc1)C1CC2CN(C3=Nc4cc(Cl)ccc4Oc4ccccc43)CCN2C1. Reaction SMILES: [CH2:67]([Cl:68])[Cl:69].[Cl:1][c:2]1[cH:3][c:4]2[c:5]([cH:25][cH:26]1)[O:6][c:7]1[c:8]([cH:21][cH:22][cH:23][cH:24]1)[C:9]([N:11]1[CH2:12][CH2:13][N:14]3[CH2:15][CH:16]([OH:20])[CH2:17][CH:18]3[CH2:19]1)=[N:10]2.[O:55]=[C:56]([O:57][CH2:58][CH3:59])[N:60]=[N:61][C:62]([O:63][CH2:64][CH3:65])=[O:66].[OH:27][C:28](=[O:29])[c:30]1[cH:31][cH:32][cH:33][cH:34][cH:35]1.[c:36]1([P:37]([c:38]2[cH:39][cH:40][cH:41][cH:42][cH:43]2)[c:44]2[cH:45][cH:46][cH:47][cH:48][cH:49]2)[cH:50][cH:51][cH:52][cH:53][cH:54]1>>[Cl:1][c:2]1[cH:3][c:4]2[c:5]([cH:25][cH:26]1)[O:6][c:7]1[c:8]([cH:21][cH:22][cH:23][cH:24]1)[C:9]([N:11]1[CH2:12][CH2:13][N:14]3[CH2:15][CH:16]([C:28](=[O:27])[c:30]4[cH:31][cH:32][cH:33][cH:34][cH:35]4)[CH2:17][CH:18]3[CH2:19]1)=[N:10]2. Starting materials: COc1ccc(P2(=S)SP(=S)(c3ccc(OC)cc3)S2)cc1, Cc1ccccc1, COc1ccc(C(C)(N)CO)cc1. Yields the product COc1ccc(C(C)(N)CS)cc1. As a reaction SMILES: [CH3:14][O:15][c:16]1[cH:17][cH:18][c:19]([P:20]2(=[S:21])[S:22][P:24](=[S:25])([c:26]3[cH:27][cH:28][c:29]([O:30][CH3:31])[cH:32][cH:33]3)[S:23]2)[cH:34][cH:35]1.[CH3:36][c:37]1[cH:38][cH:39][cH:40][cH:41][cH:42]1.[NH2:1][C:2]([CH2:3][OH:4])([CH3:5])[c:6]1[cH:7][cH:8][c:9]([O:12][CH3:13])[cH:10][cH:11]1>>[NH2:1][C:2]([CH2:3][SH:23])([CH3:5])[c:6]1[cH:7][cH:8][c:9]([O:12][CH3:13])[cH:10][cH:11]1. The reactants are C1(CC1)C(=O)Cl (Cyclopropylcarbonylchloride), FC1(CC(C1)N)C1=CC=C(C=C1)C1=NOC(C1)(C(F)(F)F)C1=CC(=C(C(=C1)Cl)Cl)Cl (3-fluoro-3-(4-(5-(3,4,5-trichlorophenyl)-5-(trifluoromethyl)-4,5-dihydroisoxazol-3-yl)phenyl)cyclobutanamine), CCN(C(C)C)C(C)C (DIPEA). Reagents/catalysts: CN(C)C=1C=CN=CC1 (DMAP). Solvent: CN(C)C=O (DMF). Conditions: time 3 day. Yields the product FC1(CC(C1)NC(=O)C1CC1)C1=CC=C(C=C1)C1=NOC(C1)(C(F)(F)F)C1=CC(=C(C(=C1)Cl)Cl)Cl (N-(3-fluoro-3-(4-(5-(3,4,5-trichlorophenyl)-5-(trifluoromethyl)-4,5-dihydroisoxazol-3-yl)phenyl)cyclobutyl)cyclopropanecarboxamide). Isolated yield 40.0%. As a reaction SMILES: [CH:1]1([C:4](Cl)=[O:5])[CH2:3][CH2:2]1.[F:7][C:8]1([C:13]2[CH:18]=[CH:17][C:16]([C:19]3[CH2:23][C:22]([C:28]4[CH:33]=[C:32]([Cl:34])[C:31]([Cl:35])=[C:30]([Cl:36])[CH:29]=4)([C:24]([F:27])([F:26])[F:25])[O:21][N:20]=3)=[CH:15][CH:14]=2)[CH2:11][CH:10]([NH2:12])[CH2:9]1.CCN(C(C)C)C(C)C>CN(C=O)C.CN(C1C=CN=CC=1)C>[F:7][C:8]1([C:13]2[CH:14]=[CH:15][C:16]([C:19]3[CH2:23][C:22]([C:28]4[CH:33]=[C:32]([Cl:34])[C:31]([Cl:35])=[C:30]([Cl:36])[CH:29]=4)([C:24]([F:25])([F:26])[F:27])[O:21][N:20]=3)=[CH:17][CH:18]=2)[CH2:11][CH:10]([NH:12][C:4]([CH:1]2[CH2:3][CH2:2]2)=[O:5])[CH2:9]1. Procedure: Cyclopropylcarbonylchloride (14.1 μL, 0.10 mmol) is added to 3-fluoro-3-(4-(5-(3,4,5-trichlorophenyl)-5-(trifluoromethyl)-4,5-dihydroisoxazol-3-yl)phenyl)cyclobutanamine (Preparation 16, 50.0 mg, 0.10 mmol) in DMF (1.5 mL) along with DIPEA (5.4 μL, 0.31 mmol) and DMAP (1.2 mg, 0.01 mmol). The reaction mixture is stirred for three days at room temperature. The mixture is partitioned between brine (5 mL) and EtOAc (5 mL). The organics are separated, dried over MgSO4, filtered and evaporated to giv... Starting materials: C(C(=O)C1=CC=CC=C1)NC(CCl)=O (N-Phenacyl chloroacetamide), polyphosphoric acid. Solvent: O (water). Run at temperature 150 celsius, time 30 minute. Product: ClCC=1OC(=CN1)C1=CC=CC=C1 (2-Chloromethyl-5-phenyloxazole). RXN SMILES: [CH2:1]([NH:10][C:11](=[O:14])[CH2:12][Cl:13])[C:2]([C:4]1[CH:9]=[CH:8][CH:7]=[CH:6][CH:5]=1)=O>O>[Cl:13][CH2:12][C:11]1[O:14][C:2]([C:4]2[CH:5]=[CH:6][CH:7]=[CH:8][CH:9]=2)=[CH:1][N:10]=1. Procedure: N-Phenacyl chloroacetamide (22.6 g; 0.107 mole) was mixed with polyphosphoric acid (200 g) and the mass heated with stirring for 30 minutes at 150° C. The hot liquid was then poured with vigorous stirring into water (800 ml). The mixture so formed was extracted with 3 × 100 ml chloroform, the extracts washed by shaking with water and dried over magnesium sulphate. The CHCl3 was evaporated off and the remaining oil extracted with 400 ml boiling 60°-80°0 C. petroleum ether. The resultant solution ... Reactants: O=C([O-])[O-], Cc1ccccc1, Cl, COc1cc(OC)c2c(c1)Oc1cc(I)ccc1CC2=O, [K+], [K+], [Pd], OB(O)c1ccccc1, c1ccc(P(c2ccccc2)c2ccccc2)cc1, c1ccc(P(c2ccccc2)c2ccccc2)cc1, c1ccc(P(c2ccccc2)c2ccccc2)cc1, c1ccc(P(c2ccccc2)c2ccccc2)cc1. Yields the product COc1cc(OC)c2c(c1)Oc1cc(-c3ccccc3)ccc1CC2=O. Reaction SMILES: [C:31](=[O:32])([O-:33])[O-:34].[CH3:115][c:116]1[cH:117][cH:118][cH:119][cH:120][cH:121]1.[ClH:37].[I:1][c:2]1[cH:3][cH:4][c:5]2[c:6]([cH:21]1)[O:7][c:8]1[c:9]([c:13]([O:19][CH3:20])[cH:14][c:15]([O:17][CH3:18])[cH:16]1)[C:10](=[O:12])[CH2:11]2.[K+:35].[K+:36].[Pd:38].[c:22]1([B:28]([OH:29])[OH:30])[cH:23][cH:24][cH:25][cH:26][cH:27]1.[c:39]1([P:40]([c:41]2[cH:42][cH:43][cH:44][cH:45][cH:46]2)[c:47]2[cH:48][cH:49][cH:50][cH:51][cH:52]2)[cH:53][cH:54][cH:55][cH:56][cH:57]1.[c:58]1([P:59]([c:60]2[cH:61][cH:62][cH:63][cH:64][cH:65]2)[c:66]2[cH:67][cH:68][cH:69][cH:70][cH:71]2)[cH:72][cH:73][cH:74][cH:75][cH:76]1.[c:77]1([P:78]([c:79]2[cH:80][cH:81][cH:82][cH:83][cH:84]2)[c:85]2[cH:86][cH:87][cH:88][cH:89][cH:90]2)[cH:91][cH:92][cH:93][cH:94][cH:95]1.[c:96]1([P:97]([c:98]2[cH:99][cH:100][cH:101][cH:102][cH:103]2)[c:104]2[cH:105][cH:106][cH:107][cH:108][cH:109]2)[cH:110][cH:111][cH:112][cH:113][cH:114]1>>[c:2]1(-[c:22]2[cH:23][cH:24][cH:25][cH:26][cH:27]2)[cH:3][cH:4][c:5]2[c:6]([cH:21]1)[O:7][c:8]1[c:9]([c:13]([O:19][CH3:20])[cH:14][c:15]([O:17][CH3:18])[cH:16]1)[C:10](=[O:12])[CH2:11]2.